Dataset: the Open Reaction Database (ORD), a public repository of structured organic reaction records. Task: describe an organic reaction: reactants, conditions, products, and yield Starting materials: CN(C)c1ccccn1, O=S(=O)(Cl)c1ccc(Cl)c(Cl)c1, Cc1ccnc(C)c1C(=O)c1ncc(Cl)cc1N, c1ccncc1. Yields the product Cc1ccnc(C)c1C(=O)c1ncc(Cl)cc1NS(=O)(=O)c1ccc(Cl)c(Cl)c1. Reaction SMILES: [CH3:19][N:20]([c:21]1[cH:22][cH:23][cH:24][cH:25][n:26]1)[CH3:27].[Cl:28][c:29]1[cH:30][c:31]([S:36](=[O:37])(=[O:38])[Cl:39])[cH:32][cH:33][c:34]1[Cl:35].[NH2:1][c:2]1[c:3]([C:9](=[O:10])[c:11]2[c:12]([CH3:18])[n:13][cH:14][cH:15][c:16]2[CH3:17])[n:4][cH:5][c:6]([Cl:8])[cH:7]1.[cH:40]1[cH:41][cH:42][n:43][cH:44][cH:45]1>>[NH:1]([c:2]1[c:3]([C:9](=[O:10])[c:11]2[c:12]([CH3:18])[n:13][cH:14][cH:15][c:16]2[CH3:17])[n:4][cH:5][c:6]([Cl:8])[cH:7]1)[S:36]([c:31]1[cH:30][c:29]([Cl:28])[c:34]([Cl:35])[cH:33][cH:32]1)(=[O:37])=[O:38].